From a dataset of the Open Reaction Database (ORD), a public repository of structured organic reaction records. describe an organic reaction: reactants, conditions, products, and yield Reactants: NCC1CCCO1, CCOC(C)=O, O=[N+]([O-])c1ccc(CNCC2CCCO2)cc1. The product is Nc1ccc(CNCC2CCCO2)cc1. As a reaction SMILES: [CH2:1]([NH2:2])[CH:3]1[O:4][CH2:5][CH2:6][CH2:7]1.[CH3:25][CH2:26][O:27][C:28](=[O:29])[CH3:30].[N+:8]([O-:9])(=[O:10])[c:11]1[cH:12][cH:13][c:14]([CH2:15][NH:16][CH2:17][CH:18]2[O:19][CH2:20][CH2:21][CH2:22]2)[cH:23][cH:24]1>>[NH2:8][c:11]1[cH:12][cH:13][c:14]([CH2:15][NH:16][CH2:17][CH:18]2[O:19][CH2:20][CH2:21][CH2:22]2)[cH:23][cH:24]1. As a reaction SMILES: [CH2:17]1[O:18][CH2:19][CH2:20][CH2:21]1.[CH3:5][O:6][c:7]1[cH:8][c:9]([CH2:10][OH:11])[cH:12][c:13]([O:15][CH3:16])[cH:14]1.[P:1]([Br:2])([Br:3])[Br:4]>>[Br:2][CH2:10][c:9]1[cH:8][c:7]([O:6][CH3:5])[cH:14][c:13]([O:15][CH3:16])[cH:12]1. Yields the product COc1cc(CBr)cc(OC)c1. Reactants: C1CCOC1, COc1cc(CO)cc(OC)c1, BrP(Br)Br. Starting materials: C(C)(C)(C)OC(=O)[C@H]1N([C@H](SC1)C1=C(C=CC=C1)OC)C(CNC(NC=1C=C(C=CC1)CC(=O)OC)=O)=O (methyl (2R,4R)-3-{3-{2-[4-tert-butoxycarbonyl-2-(2-methoxyphenyl)-3-thiazolidinyl]-2-oxoethyl}ureido}phenylacetate), [OH-].[K+] (potassium hydroxide), crude product. Solvent: O.CO (water methanol), [OH-].[Na+] (sodium hydroxide). Product: C(C)(C)(C)OC(=O)[C@H]1N([C@H](SC1)C1=C(C=CC=C1)OC)C(CNC(NC=1C=C(C=CC1)CC(=O)O)=O)=O ((2R,4R)-3-{3-{2-[4-tert-butoxycarbonyl-2-(2-methoxyphenyl)-3-thiazolidinyl]-2-oxoethyl}ureido}phenylacetic acid). Yield: 33.8%. RXN SMILES: [C:1]([O:5][C:6]([C@@H:8]1[CH2:12][S:11][C@H:10]([C:13]2[CH:18]=[CH:17][CH:16]=[CH:15][C:14]=2[O:19][CH3:20])[N:9]1[C:21](=[O:38])[CH2:22][NH:23][C:24](=[O:37])[NH:25][C:26]1[CH:27]=[C:28]([CH2:32][C:33]([O:35]C)=[O:34])[CH:29]=[CH:30][CH:31]=1)=[O:7])([CH3:4])([CH3:3])[CH3:2].[OH-].[K+]>O.CO.[OH-].[Na+]>[C:1]([O:5][C:6]([C@@H:8]1[CH2:12][S:11][C@H:10]([C:13]2[CH:18]=[CH:17][CH:16]=[CH:15][C:14]=2[O:19][CH3:20])[N:9]1[C:21](=[O:38])[CH2:22][NH:23][C:24](=[O:37])[NH:25][C:26]1[CH:27]=[C:28]([CH2:32][C:33]([OH:35])=[O:34])[CH:29]=[CH:30][CH:31]=1)=[O:7])([CH3:4])([CH3:2])[CH3:3] |f:1.2,3.4,5.6|. Procedure details: The operation is carried out in a fashion similar to that described in Example 77, but starting from 0.76 g of methyl (2R,4R)-3-{3-{2-[4-tert-butoxycarbonyl-2-(2-methoxyphenyl)-3-thiazolidinyl]-2-oxoethyl}ureido}phenylacetate in 6 cm3 of a water/methanol (30/70 by volume) mixture and 0.09 g of potassium hydroxide. The crude product (0.45 g) is dissolved in 7.5 cm3 of a 0.1N aqueous sodium hydroxide solution. The solution thus obtained is washed with 2 times 10 cm3 of diethyl ether, brought to a ... Reaction SMILES: [CH2:1]([CH2:2][CH2:3][CH3:4])[n:5]1[c:6]([CH2:12][c:13]2[cH:14][c:15]([NH2:19])[cH:16][cH:17][cH:18]2)[cH:7][cH:8][c:9]1[CH2:10][CH3:11].[CH2:37]([Cl:38])[Cl:39].[CH3:40][OH:41].[Na+:31].[Na+:32].[Na:20][O:21][C:22]#[N:23].[O-:33][C:34](=[O:35])[O-:36].[OH:24][C:25]([C:26]([F:27])([F:28])[F:29])=[O:30]>>[CH2:1]([CH2:2][CH2:3][CH3:4])[n:5]1[c:6]([CH2:12][c:13]2[cH:14][c:15]([NH:19][C:22](=[O:21])[NH2:23])[cH:16][cH:17][cH:18]2)[cH:7][cH:8][c:9]1[CH2:10][CH3:11]. The product is CCCCn1c(CC)ccc1Cc1cccc(NC(N)=O)c1. Reactants: CCCCn1c(CC)ccc1Cc1cccc(N)c1, ClCCl, CO, [Na+], [Na+], N#CO[Na], O=C([O-])[O-], O=C(O)C(F)(F)F. Starting materials: FC1=CC=C(C(=O)OCC)C=C1 (ethyl 4-fluorobenzoate), N1N=CC=C1 (pyrazole), C([O-])([O-])=O.[K+].[K+] (potassium carbonate). The solvent is CS(=O)C (DMSO), O (water). Run at temperature 130 celsius, time 16 hour. Yields the product N1(N=CC=C1)C1=CC=C(C(=O)OCC)C=C1 (ethyl 4-(1H-pyrazol-1-yl)benzoate). Isolated yield 68.2%. As a reaction SMILES: F[C:2]1[CH:12]=[CH:11][C:5]([C:6]([O:8][CH2:9][CH3:10])=[O:7])=[CH:4][CH:3]=1.[NH:13]1[CH:17]=[CH:16][CH:15]=[N:14]1.C(=O)([O-])[O-].[K+].[K+]>CS(C)=O.O>[N:13]1([C:2]2[CH:12]=[CH:11][C:5]([C:6]([O:8][CH2:9][CH3:10])=[O:7])=[CH:4][CH:3]=2)[CH:17]=[CH:16][CH:15]=[N:14]1 |f:2.3.4|. Procedure details: To a solution of ethyl 4-fluorobenzoate (105 g) in DMSO (250 mL) were added pyrazole (34.0 g) and potassium carbonate (138 g), and the mixture was heated with stirring at 130° C. for 16 hr. The reaction mixture was diluted with water, and the mixture was extracted with ethyl acetate. The organic layer was washed with saturated brine, and dried over anhydrous sodium sulfate, and the solvent was evaporated under reduced pressure to give the title compound (73.7 g). Reactants: FC(C(C1=CC=CC=C1)(F)F)(F)C1=C(CBr)C=CC=C1 (2-(α,α,β ,β-Tetrafluorophenethyl)benzyl bromide), [C-]#N.[K+] (potassium cyanide), CC(=O)C (acetone). Solvent: O (water). The product is FC(C(C1=CC=CC=C1)(F)F)(F)C1=C(C=CC=C1)CC#N (2-(α,α ,β ,β-Tetrafluorophenethyl)phenylacetonitrile). As a reaction SMILES: [F:1][C:2]([C:13]1[CH:20]=[CH:19][CH:18]=[CH:17][C:14]=1[CH2:15]Br)([F:12])[C:3]([F:11])([F:10])[C:4]1[CH:9]=[CH:8][CH:7]=[CH:6][CH:5]=1.[C-:21]#[N:22].[K+].CC(C)=O>O>[F:1][C:2]([C:13]1[CH:20]=[CH:19][CH:18]=[CH:17][C:14]=1[CH2:15][C:21]#[N:22])([F:12])[C:3]([F:11])([F:10])[C:4]1[CH:9]=[CH:8][CH:7]=[CH:6][CH:5]=1 |f:1.2|. Procedure details: 2-(α,α,β ,β-Tetrafluorophenethyl)benzyl bromide, 3.5 g. (0.01 mole), and 2.0 g. (0.0308 mole) of potassium cyanide are dissolved in 35 ml. of acetone - 5 ml. of water and the solution is heated to refluxing for about 18 hours. The organic phase is separated, acetone is distilled under reduced pressure, and the residual oil is dissolved in benzene. Evaporation of the washed and dried benzene extract under reduced pressure leaves the product as the residual brown oil.